This data is from the Open Reaction Database (ORD), a public repository of structured organic reaction records. The task is: describe an organic reaction: reactants, conditions, products, and yield Reactants: CO, CC(C)=O, CCCNC(=O)c1cc(C(=O)OC)cc(-c2ccccc2)c1, Cl, [Na+], [OH-], O. Yields the product CCCNC(=O)c1cc(C(=O)O)cc(-c2ccccc2)c1. As a reaction SMILES: [CH3:26][OH:27].[CH3:28][C:29](=[O:30])[CH3:31].[CH3:3][O:4][C:5](=[O:6])[c:7]1[cH:8][c:9](-[c:19]2[cH:20][cH:21][cH:22][cH:23][cH:24]2)[cH:10][c:11]([C:13]([NH:14][CH2:15][CH2:16][CH3:17])=[O:18])[cH:12]1.[ClH:25].[Na+:2].[OH-:1].[OH2:32]>>[O:4]=[C:5]([OH:6])[c:7]1[cH:8][c:9](-[c:19]2[cH:20][cH:21][cH:22][cH:23][cH:24]2)[cH:10][c:11]([C:13]([NH:14][CH2:15][CH2:16][CH3:17])=[O:18])[cH:12]1.